Dataset: the Open Reaction Database (ORD), a public repository of structured organic reaction records. Task: describe an organic reaction: reactants, conditions, products, and yield Starting materials: CC1=C(C=CC(=C1)CCC1=C(N=C(S1)C1=CC=C(C=C1)C(F)(F)F)C)O (2-methyl-4-(2-{4-methyl-2-[4-(trifluoromethyl)phenyl]-1,3-thiazol-5-yl}ethyl)phenol), BrCCCCC(=O)OC (methyl 5-bromopentanoate). The product is CC1=C(OCCCCC(=O)OC)C=CC(=C1)CCC1=C(N=C(S1)C1=CC=C(C=C1)C(F)(F)F)C (Methyl 5-[2-methyl-4-(2-{4-methyl-2-[4-(trifluoromethyl)phenyl]-1,3-thiazol-5-yl}ethyl)phenoxy]pentanoate). RXN SMILES: [CH3:1][C:2]1[CH:7]=[C:6]([CH2:8][CH2:9][C:10]2[S:14][C:13]([C:15]3[CH:20]=[CH:19][C:18]([C:21]([F:24])([F:23])[F:22])=[CH:17][CH:16]=3)=[N:12][C:11]=2[CH3:25])[CH:5]=[CH:4][C:3]=1[OH:26].Br[CH2:28][CH2:29][CH2:30][CH2:31][C:32]([O:34][CH3:35])=[O:33]>>[CH3:1][C:2]1[CH:7]=[C:6]([CH2:8][CH2:9][C:10]2[S:14][C:13]([C:15]3[CH:20]=[CH:19][C:18]([C:21]([F:24])([F:23])[F:22])=[CH:17][CH:16]=3)=[N:12][C:11]=2[CH3:25])[CH:5]=[CH:4][C:3]=1[O:26][CH2:28][CH2:29][CH2:30][CH2:31][C:32]([O:34][CH3:35])=[O:33]. Procedure details: Prepared in an analogous manner to example 11 from intermediate 7 and methyl 5-bromopentanoate. The reactants are OC1=C(C=C(C(=O)C2=CC=C(C=C2)C(F)(F)F)C=C1[N+](=O)[O-])OC (4-hydroxy-3-methoxy-5-nitro-4'-(trifluoromethyl)benzophenone). Solvent: Br (hydrobromic acid). Conditions: time 18 hour. Product: OC=1C=C(C(=O)C2=CC=C(C=C2)C(F)(F)F)C=C(C1O)[N+](=O)[O-] (3,4-dihydroxy-5-nitro-4'-(trifluoromethyl)benzophenone). As a reaction SMILES: [OH:1][C:2]1[C:19]([N+:20]([O-:22])=[O:21])=[CH:18][C:5]([C:6]([C:8]2[CH:13]=[CH:12][C:11]([C:14]([F:17])([F:16])[F:15])=[CH:10][CH:9]=2)=[O:7])=[CH:4][C:3]=1[O:23]C>Br>[OH:23][C:3]1[CH:4]=[C:5]([CH:18]=[C:19]([N+:20]([O-:22])=[O:21])[C:2]=1[OH:1])[C:6]([C:8]1[CH:9]=[CH:10][C:11]([C:14]([F:17])([F:16])[F:15])=[CH:12][CH:13]=1)=[O:7]. Reported procedure: 2.0 g of 4-hydroxy-3-methoxy-5-nitro-4'-(trifluoromethyl)benzophenone (dissolved in 20 ml of 33 percent hydrobromic acid in glacial acetic acid) are stirred at 90° for 18 hours. Thereupon. 20 ml of 48 percent aqueous hydrobromic acid are added thereto, whereupon the mixture is stirred at 110° for an additional 18 hours. The reaction mixture is subsequently evaporated under reduced pressure and the residue is recrystallized from water. There is obtained 3,4-dihydroxy-5-nitro-4'-(trifluoromethyl)b... The reactants are [Cr](=O)(=O)(O)O (chromic acid), C(CCCCCCC\C=C/C\C=C/CCCCC)(=O)OCCCCCCCCCCCCCCCCCCCCCCCCCCCCCCO (30-Linoleoyloxytriacontanol), [Cr](=O)(=O)(O)O (chromic acid), solution, CC(C)O (Propan-2-ol). Solvent: CCOCC (ether). The product is C(CCCCCCC\C=C/C\C=C/CCCCC)(=O)OCCCCCCCCCCCCCCCCCCCCCCCCCCCCCC(=O)O (30-Linoleoyloxytriacontanoic Acid). Isolated yield 89.0%. As a reaction SMILES: [C:1]([O:20][CH2:21][CH2:22][CH2:23][CH2:24][CH2:25][CH2:26][CH2:27][CH2:28][CH2:29][CH2:30][CH2:31][CH2:32][CH2:33][CH2:34][CH2:35][CH2:36][CH2:37][CH2:38][CH2:39][CH2:40][CH2:41][CH2:42][CH2:43][CH2:44][CH2:45][CH2:46][CH2:47][CH2:48][CH2:49][CH2:50][OH:51])(=[O:19])[CH2:2][CH2:3][CH2:4][CH2:5][CH2:6][CH2:7][CH2:8]/[CH:9]=[CH:10]\[CH2:11]/[CH:12]=[CH:13]\[CH2:14][CH2:15][CH2:16][CH2:17][CH3:18].[Cr](O)(O)(=O)=[O:53].CC(O)C>CCOCC>[C:1]([O:20][CH2:21][CH2:22][CH2:23][CH2:24][CH2:25][CH2:26][CH2:27][CH2:28][CH2:29][CH2:30][CH2:31][CH2:32][CH2:33][CH2:34][CH2:35][CH2:36][CH2:37][CH2:38][CH2:39][CH2:40][CH2:41][CH2:42][CH2:43][CH2:44][CH2:45][CH2:46][CH2:47][CH2:48][CH2:49][C:50]([OH:53])=[O:51])(=[O:19])[CH2:2][CH2:3][CH2:4][CH2:5][CH2:6][CH2:7][CH2:8]/[CH:9]=[CH:10]\[CH2:11]/[CH:12]=[CH:13]\[CH2:14][CH2:15][CH2:16][CH2:17][CH3:18]. Reported procedure: The alcohol (40) (1.73 g, 2.41 mmol) was dissolved in ether (200 ml) at 30° C. and treated with chromic acid (4 ml of a 0.67M solution; 2.68 mmol). The resulting solution was allowed to stir and cool to room temperature over two hours during which time two further 1 ml portions of chromic acid were added. Propan-2-ol (5 ml) was then added and the ethereal solution washed with water four times, then dried, filtered and evaporated to leave the title compound (41) as a white powder (1.57 g; 89%).